Dataset: the Open Reaction Database (ORD), a public repository of structured organic reaction records. Task: describe an organic reaction: reactants, conditions, products, and yield Reactants: CC1(Cn2cc([N+](=O)[O-])nc2Cl)CO1, O=C(OCC=Cc1ccc(C(F)(F)F)cc1)N1CCNCC1, CN(C)C=O, O. As a reaction SMILES: [Cl:1][c:2]1[n:3]([CH2:10][C:11]2([CH3:14])[O:12][CH2:13]2)[cH:4][c:5]([N+:7](=[O:8])[O-:9])[n:6]1.[N:15]1([C:21](=[O:22])[O:23][CH2:24][CH:25]=[CH:26][c:27]2[cH:28][cH:29][c:30]([C:33]([F:34])([F:35])[F:36])[cH:31][cH:32]2)[CH2:16][CH2:17][NH:18][CH2:19][CH2:20]1.[O:38]=[CH:39][N:40]([CH3:41])[CH3:42].[OH2:37]>>[Cl:1][c:2]1[n:3]([CH2:10][C:11]([OH:12])([CH2:13][N:18]2[CH2:17][CH2:16][N:15]([C:21](=[O:22])[O:23][CH2:24][CH:25]=[CH:26][c:27]3[cH:28][cH:29][c:30]([C:33]([F:34])([F:35])[F:36])[cH:31][cH:32]3)[CH2:20][CH2:19]2)[CH3:14])[cH:4][c:5]([N+:7](=[O:8])[O-:9])[n:6]1. Product: CC(O)(CN1CCN(C(=O)OCC=Cc2ccc(C(F)(F)F)cc2)CC1)Cn1cc([N+](=O)[O-])nc1Cl.